This data is from the Open Reaction Database (ORD), a public repository of structured organic reaction records. The task is: describe an organic reaction: reactants, conditions, products, and yield The reactants are CN(C=O)C (N,N-dimethylformamide), BrC1=CC(=C(C=C1)C=1N(C=C(N1)C(F)(F)F)COCC[Si](C)(C)C)F (2-(4-bromo-2-fluorophenyl)-4-(trifluoromethyl)-1-{[2-(trimethylsilyl)ethoxy]methyl}-1H-imidazole), CC(C(=O)OC)(COC1=NC=C(C(=C1)C)B1OC(C(O1)(C)C)(C)C)C (methyl 2,2-dimethyl-3-{[4-methyl-5-(4,4,5,5-tetramethyl-1,3,2-dioxaborolan-2-yl)pyridin-2-yl]oxy}propanoate), C([O-])([O-])=O.[Na+].[Na+] (sodium carbonate). The solvent is O (water), C(C)(=O)OCC (ethyl acetate). Conditions: temperature 60 celsius, time 5 hour. Product: FC=1C=C(C=CC1C=1N(C=C(N1)C(F)(F)F)COCC[Si](C)(C)C)C=1C(=CC(=NC1)OCC(C(=O)OC)(C)C)C (methyl 3-[(5-{3-fluoro-4-[4-(trifluoromethyl)-1-{[2-(trimethylsilyl)ethoxy]methyl}-1H-imidazol-2-yl]phenyl}-4-methylpyridin-2-yl)oxy]-2,2-dimethylpropanoate). Yield: 102.3%. RXN SMILES: CN(C)C=O.Br[C:7]1[CH:12]=[CH:11][C:10]([C:13]2[N:14]([CH2:22][O:23][CH2:24][CH2:25][Si:26]([CH3:29])([CH3:28])[CH3:27])[CH:15]=[C:16]([C:18]([F:21])([F:20])[F:19])[N:17]=2)=[C:9]([F:30])[CH:8]=1.[CH3:31][C:32]([CH3:55])([CH2:37][O:38][C:39]1[CH:44]=[C:43]([CH3:45])[C:42](B2OC(C)(C)C(C)(C)O2)=[CH:41][N:40]=1)[C:33]([O:35][CH3:36])=[O:34].C(=O)([O-])[O-].[Na+].[Na+]>O.C(OCC)(=O)C>[F:30][C:9]1[CH:8]=[C:7]([C:42]2[C:43]([CH3:45])=[CH:44][C:39]([O:38][CH2:37][C:32]([CH3:31])([CH3:55])[C:33]([O:35][CH3:36])=[O:34])=[N:40][CH:41]=2)[CH:12]=[CH:11][C:10]=1[C:13]1[N:14]([CH2:22][O:23][CH2:24][CH2:25][Si:26]([CH3:29])([CH3:28])[CH3:27])[CH:15]=[C:16]([C:18]([F:21])([F:20])[F:19])[N:17]=1 |f:3.4.5|. Procedure details: N,N-dimethylformamide (4 mL) was added to 2-(4-bromo-2-fluorophenyl)-4-(trifluoromethyl)-1-{[2-(trimethylsilyl)ethoxy]methyl}-1H-imidazole (500 mg), methyl 2,2-dimethyl-3-{[4-methyl-5-(4,4,5,5-tetramethyl-1,3,2-dioxaborolan-2-yl)pyridin-2-yl]oxy}propanoate (477 mg) and palladium chloride (dppf) methylene chloride complex (46 mg), and after adding 2N aqueous sodium carbonate solution (1.71 mL) to the mixture, the atmosphere was replaced with nitrogen and the resulting mixture was stirred at 60° C... Reactants: C(=O)N1CC(CCC2=C1C=CC=C2)CNC=O (N-[(1-formyl-2,3,4,5-tetrahydro-[1H]-1-benzazepine-3-yl)-methyl] -formamide), [H-].[Al+3].[Li+].[H-].[H-].[H-] (lithium aluminum hydride). Solvent: O1CCCC1 (tetrahydrofuran), C(Cl)Cl (methylene chloride), O1CCCC1 (tetrahydrofuran). Conditions: temperature 10 celsius. Yields the product CNCC1CN(C2=C(CC1)C=CC=C2)C (N, 1-dimethyl-2,3,4,5-tetrahydro-[1H]-1-benzazepine-3-methanamine). RXN SMILES: [CH:1]([N:3]1[C:9]2[CH:10]=[CH:11][CH:12]=[CH:13][C:8]=2[CH2:7][CH2:6][CH:5]([CH2:14][NH:15][CH:16]=O)[CH2:4]1)=O.[H-].[Al+3].[Li+].[H-].[H-].[H-]>O1CCCC1.C(Cl)Cl>[CH3:16][NH:15][CH2:14][CH:5]1[CH2:6][CH2:7][C:8]2[CH:13]=[CH:12][CH:11]=[CH:10][C:9]=2[N:3]([CH3:1])[CH2:4]1 |f:1.2.3.4.5.6|. Reported procedure: 3.2 g of N-[(1-formyl-2,3,4,5-tetrahydro-[1H]-1-benzazepine-3-yl)-methyl] -formamide were added over 5 minutes to a temperature less than 20° C to a mixture of 3.2 g of lithium aluminum hydride in 60 ml of anhydrous tetrahydrofuran and the mixture was refluxed for an hour and then cooled to 10° C. 20 ml of tetrahydrofuran containing 40% water were added thereto dropwise and the mixture was filtered. The filtrate was washed with methylene chloride and was evaporated to dryness under reduced press... RXN SMILES: [BH4-:31].[BH4-:32].[BH4-:33].[BH4-:34].[CH3:41][OH:42].[Cl-:39].[NH4+:40].[Na+:35].[Na+:36].[Na+:37].[Na+:38].[n:1]1[c:2]([N:11]2[CH2:12][CH:13]([O:15][c:16]3[c:17]([N:22]4[CH2:23][CH2:24][CH:25]([C:28]([CH3:29])=[O:30])[CH2:26][CH2:27]4)[n:18][cH:19][cH:20][n:21]3)[CH2:14]2)[cH:3][cH:4][c:5]2[cH:6][cH:7][cH:8][cH:9][c:10]12>>[n:1]1[c:2]([N:11]2[CH2:12][CH:13]([O:15][c:16]3[c:17]([N:22]4[CH2:23][CH2:24][CH:25]([CH:28]([CH3:29])[OH:30])[CH2:26][CH2:27]4)[n:18][cH:19][cH:20][n:21]3)[CH2:14]2)[cH:3][cH:4][c:5]2[cH:6][cH:7][cH:8][cH:9][c:10]12. Product: CC(O)C1CCN(c2nccnc2OC2CN(c3ccc4ccccc4n3)C2)CC1. Reactants: [BH4-], [BH4-], [BH4-], [BH4-], CO, [Cl-], [NH4+], [Na+], [Na+], [Na+], [Na+], CC(=O)C1CCN(c2nccnc2OC2CN(c3ccc4ccccc4n3)C2)CC1. The reactants are N1N=NC2=C1C=CC=C2 (Benzotriazole), C(C(C)=C)SSCC(C)=C (methallyl disulfide), C1(=CC=C(C=C1)S(=O)(=O)O)C (p-toluenesulfonic acid). Solvent: C=1(C(=CC=CC1)C)C (xylene). Product: C(C(C)=C)SSCC(C)=C.N1N=NC2=C1C=CC=C2 (Methallyl Disulfide Benzotriazole). Reaction SMILES: [NH:1]1[C:5]2[CH:6]=[CH:7][CH:8]=[CH:9][C:4]=2[N:3]=[N:2]1.[CH2:10]([S:14][S:15][CH2:16][C:17](=[CH2:19])[CH3:18])[C:11](=[CH2:13])[CH3:12].C1(C)C=CC(S(O)(=O)=O)=CC=1>C1(C)C(C)=CC=CC=1>[CH2:10]([S:14][S:15][CH2:16][C:17](=[CH2:18])[CH3:19])[C:11](=[CH2:12])[CH3:13].[NH:1]1[C:5]2[CH:6]=[CH:7][CH:8]=[CH:9][C:4]=2[N:3]=[N:2]1 |f:4.5|. Reported procedure: Benzotriazole (11.9 g.), methallyl disulfide (8.7 g.) and p-toluenesulfonic acid (0.1 g.) in about 75 ml. of xylene were heated, forming a clear homogeneous solution. This solution was heated for more than 12 hr. at 145° C. while small aliquot samples were withdrawn periodically and examined by gas chromatography. The appearance of addition products peaks was observed concurrently with the consumption of the reactants, benzotriazole and methallyl disulfide. Xylene solvent was removed by rotary e... Reactants: CN1CCN(c2ccc(CNC(=O)OC(C)(C)C)cc2Cl)CC1, NCc1cc(Cl)c(N)c(Cl)c1, ClCCl, O=C(O)C(F)(F)F. The product is CN1CCN(c2ccc(CN)cc2Cl)CC1. As a reaction SMILES: [Cl:12][c:13]1[cH:14][c:15]([CH2:16][NH:17][C:18](=[O:19])[O:20][C:21]([CH3:22])([CH3:23])[CH3:24])[cH:25][cH:26][c:27]1[N:28]1[CH2:29][CH2:30][N:31]([CH3:34])[CH2:32][CH2:33]1.[Cl:1][c:2]1[cH:3][c:4]([CH2:10][NH2:11])[cH:5][c:6]([Cl:7])[c:8]1[NH2:9].[Cl:42][CH2:43][Cl:44].[F:35][C:36]([F:37])([F:38])[C:39]([OH:40])=[O:41]>>[Cl:12][c:13]1[cH:14][c:15]([CH2:16][NH2:17])[cH:25][cH:26][c:27]1[N:28]1[CH2:29][CH2:30][N:31]([CH3:34])[CH2:32][CH2:33]1. Yields the product CC(c1ccc(-c2cncc(F)c2)cc1)N1CCC(CCCO)(c2ccc(F)cc2)OC1=O. As a reaction SMILES: [Br:1][c:2]1[cH:3][cH:4][c:5]([CH:8]([CH3:9])[N:10]2[C:11](=[O:27])[O:12][C:13]([CH2:16][CH2:17][CH2:18][OH:19])([c:20]3[cH:21][cH:22][c:23]([F:26])[cH:24][cH:25]3)[CH2:14][CH2:15]2)[cH:6][cH:7]1.[F:28][c:29]1[cH:30][c:31]([B:35]([OH:36])[OH:37])[cH:32][n:33][cH:34]1>>[c:2]1(-[c:31]2[cH:30][c:29]([F:28])[cH:34][n:33][cH:32]2)[cH:3][cH:4][c:5]([CH:8]([CH3:9])[N:10]2[C:11](=[O:27])[O:12][C:13]([CH2:16][CH2:17][CH2:18][OH:19])([c:20]3[cH:21][cH:22][c:23]([F:26])[cH:24][cH:25]3)[CH2:14][CH2:15]2)[cH:6][cH:7]1. The reactants are CC(c1ccc(Br)cc1)N1CCC(CCCO)(c2ccc(F)cc2)OC1=O, OB(O)c1cncc(F)c1.